This data is from the Open Reaction Database (ORD), a public repository of structured organic reaction records. The task is: describe an organic reaction: reactants, conditions, products, and yield Starting materials: ClCCOC (2-chloroethylmethyl ether), BrC1=CC=C(C=C1)O (4-bromophenol), [I-].[Na+] (sodium iodide), C([O-])([O-])=O.[K+].[K+] (potassium carbonate). Solvent: CN(C)C=O (DMF), O (water). Run at temperature 80 celsius, time 3 day. Product: BrC1=CC=C(C=C1)OCCOC (1-bromo-4-(2-methoxyethoxy)benzene). Reaction SMILES: [Br:1][C:2]1[CH:7]=[CH:6][C:5]([OH:8])=[CH:4][CH:3]=1.[I-].[Na+].C(=O)([O-])[O-].[K+].[K+].Cl[CH2:18][CH2:19][O:20][CH3:21]>CN(C=O)C.O>[Br:1][C:2]1[CH:7]=[CH:6][C:5]([O:8][CH2:18][CH2:19][O:20][CH3:21])=[CH:4][CH:3]=1 |f:1.2,3.4.5|. Procedure details: To a mixture of 4-bromophenol (15 g), sodium iodide (13.0 g) and potassium carbonate (14.4 g) in DMF (200 ml) was added at room temperature 2-chloroethylmethyl ether (9 ml), and the mixture was stirred at 80° C. for 3 days. To the mixture was added water, and the mixture was extracted with diethylether. The organic layer was washed with water and saturated brine, dried with magnesium sulfate and concentrated under reduced pressure to give orange oil of 1-bromo-4-(2-methoxyethoxy)benzene (17.44 g...